This data is from the Open Reaction Database (ORD), a public repository of structured organic reaction records. The task is: describe an organic reaction: reactants, conditions, products, and yield Reactants: C1(CC1)C1=NNC2=NC=C(C=C21)N (3-Cyclopropyl-1H-pyrazolo[3,4-b]pyridin-5-amine), FC1=C(C(=O)O)C(=CC=C1NS(=O)(=O)CCCF)F (2,6-difluoro-3-(3-fluoropropylsulfonamido)benzoic acid), CCN=C=NCCCN(C)C (EDCI), C=1C=CC2=C(C1)N=NN2O (HOBt). Solvent: CN(C)C=O (DMF). Conditions: time 16 hour. The product is C1(CC1)C1=NNC2=NC=C(C=C21)NC(C2=C(C(=CC=C2F)NS(=O)(=O)CCCF)F)=O (N-(3-cyclopropyl-1H-pyrazolo[3,4-b]pyridin-5-yl)-2,6-difluoro-3-(3-fluoropropylsulfonamido)benzamide). Isolated yield 49.5%. RXN SMILES: [CH:1]1([C:4]2[C:12]3[C:7](=[N:8][CH:9]=[C:10]([NH2:13])[CH:11]=3)[NH:6][N:5]=2)[CH2:3][CH2:2]1.[F:14][C:15]1[C:23]([NH:24][S:25]([CH2:28][CH2:29][CH2:30][F:31])(=[O:27])=[O:26])=[CH:22][CH:21]=[C:20]([F:32])[C:16]=1[C:17](O)=[O:18].CCN=C=NCCCN(C)C.C1C=CC2N(O)N=NC=2C=1>CN(C=O)C>[CH:1]1([C:4]2[C:12]3[C:7](=[N:8][CH:9]=[C:10]([NH:13][C:17](=[O:18])[C:16]4[C:20]([F:32])=[CH:21][CH:22]=[C:23]([NH:24][S:25]([CH2:28][CH2:29][CH2:30][F:31])(=[O:26])=[O:27])[C:15]=4[F:14])[CH:11]=3)[NH:6][N:5]=2)[CH2:3][CH2:2]1. Procedure: 3-Cyclopropyl-1H-pyrazolo[3,4-b]pyridin-5-amine (0.024 g, 0.138 mmol), 2,6-difluoro-3-(3-fluoropropylsulfonamido)benzoic acid (0.045 g, 0.151 mmol), EDCI (0.029 g, 0.151 mmol) and HOBt (0.019 g, 0.138 mmol) were dissolved in DMF (0.52 mL) and stirred at room temperature for 16 hours. The reaction mixture was purified by reverse phase HPLC to give N-(3-cyclopropyl-1H-pyrazolo[3,4-b]pyridin-5-yl)-2,6-difluoro-3-(3-fluoropropylsulfonamido)benzamide (0.031 g, 50%) as a solid. 1H NMR (400 MHz, d6-DMS... Starting materials: BrC=1SC=CC1 (2-bromothiophene), N1C(CCC1)=O (2-pyrrolidinone). The product is S1C(=CC=C1)N1C(CCC1)=O (1-Thiophen-2-yl-pyrrolidin-2-one). The yield is 95.0%. Reaction SMILES: Br[C:2]1[S:3][CH:4]=[CH:5][CH:6]=1.[NH:7]1[CH2:11][CH2:10][CH2:9][C:8]1=[O:12]>>[S:3]1[CH:4]=[CH:5][CH:6]=[C:2]1[N:7]1[CH2:11][CH2:10][CH2:9][C:8]1=[O:12]. Procedure details: Using general procedure C, 2-bromothiophene was coupled with 2-pyrrolidinone with the reaction time of 16 h. Chromatography gave 158 mg (95%) of the title compound as a solid. 1H NMR (CDCl3, 300 MHz): δ 6.94-6.86 (m, 2H), 6.53 (br s, 1H), 3.89 (t, 2H, J=7.2 Hz), 2.63 (t, 2H, J=8.1 Hz), 2.24 (p, 2H, J=7.5 Hz).